Dataset: the Open Reaction Database (ORD), a public repository of structured organic reaction records. Task: describe an organic reaction: reactants, conditions, products, and yield Reaction SMILES: [CH2:3]([CH3:4])[O:5][C:6]([CH2:7][CH:8]1[C:9](=[O:14])[CH2:10][CH2:11][CH2:12][CH2:13]1)=[O:15].[H-:1].[Na+:2].[O:16]=[CH:17][N:18]([CH3:19])[CH3:20]>>[CH2:3]([CH3:4])[O:5][C:6]([CH2:7][CH:8]1[C:9](=[CH2:17])[CH2:10][CH2:11][CH2:12][CH2:13]1)=[O:15]. Product: C=C1CCCCC1CC(=O)OCC. Reactants: CCOC(=O)CC1CCCCC1=O, [H-], [Na+], CN(C)C=O. Yields the product O=C1CCCCCC=CCCCCCCCCO1. As a reaction SMILES: [Br:7][CH2:8][CH2:9][CH2:10][CH2:11][CH2:12][CH2:13][CH2:14][CH2:15][CH:16]=[CH:17][CH2:18][CH2:19][CH2:20][CH2:21][CH2:22][C:23](=[O:24])[OH:25].[C:1](=[O:2])([O-:3])[O-:4].[CH3:26][N:27]1[CH2:28][CH2:29][CH2:30][C:31]1=[O:32].[K+:5].[K+:6]>>[CH2:8]1[CH2:9][CH2:10][CH2:11][CH2:12][CH2:13][CH2:14][CH2:15][CH:16]=[CH:17][CH2:18][CH2:19][CH2:20][CH2:21][CH2:22][C:23](=[O:25])[O:24]1. Reactants: O=C(O)CCCCCC=CCCCCCCCCBr, O=C([O-])[O-], CN1CCCC1=O, [K+], [K+]. Reactants: O=c1ccn(C2OC(CO)C(O)C2F)c(=O)[nH]1, [K+], [K+], [K+], [K+], [N-]=[N+]=[N-], Nc1nc(Cl)c2[nH]cnc2n1, O=P([O-])([O-])[O-]. Product: Nc1nc(Cl)c2ncn(C3OC(CO)C(O)C3F)c2n1. RXN SMILES: [F:12][CH:13]1[CH:14]([n:21]2[cH:22][cH:23][c:24](=[O:25])[nH:26][c:27]2=[O:28])[O:15][CH:16]([CH2:19][OH:20])[CH:17]1[OH:18].[K+:32].[K+:38].[K+:39].[K+:40].[N-:29]=[N+:30]=[N-:31].[NH2:1][c:2]1[n:3][c:4]([Cl:11])[c:5]2[nH:6][cH:7][n:8][c:9]2[n:10]1.[P:33]([O-:34])([O-:35])([O-:36])=[O:37]>>[NH2:1][c:2]1[n:3][c:4]([Cl:11])[c:5]2[n:6][cH:7][n:8]([CH:14]3[CH:13]([F:12])[CH:17]([OH:18])[CH:16]([CH2:19][OH:20])[O:15]3)[c:9]2[n:10]1. Reactants: CO\N=C(/C(=O)NC1[C@@H]2N(C(=C(CS2)CI)C(=O)OC(C2=CC=CC=C2)C2=CC=CC=C2)C1=O)\C=1N=C(SC1)NC(C1=CC=CC=C1)(C1=CC=CC=C1)C1=CC=CC=C1 (diphenylmethyl 7-[(Z)-2-methoxyimino-2-(2-tritylaminothiazol-4-yl)acetamido]-3-iodomethyl-3-cephem-4-carboxylate), C(=O)(C(F)(F)F)O (TFA), COC(=O)NC=1SC2=C(C=NC=C2)N1 (2-methoxycarbonylaminothiazolo[4,5-c]pyridine). Reagents/catalysts: C1(=CC=CC=C1)OC (anisole). Run in CS(=O)C (DMSO), CCOCC (ether). Conditions: time 1 hour. Yields the product NC=1SC=C(N1)/C(/C(=O)NC1[C@@H]2N(C(=C(CS2)C[N+]2=CC3=C(C=C2)SC(=N3)NC(=O)OC)C(=O)[O-])C1=O)=N/OC (7-[(Z)-2-(2-Aminothiazol-4-yl)-2-methoxyiminoacetamido]-3-(2-methoxycarbonylamino-5-thiazolo[4,5-c]pyridinio)methyl-3-cephem-4-carboxylate). Reaction SMILES: [CH3:1][O:2]/[N:3]=[C:4](/[C:35]1[N:36]=[C:37]([NH:40]C(C2C=CC=CC=2)(C2C=CC=CC=2)C2C=CC=CC=2)[S:38][CH:39]=1)\[C:5]([NH:7][CH:8]1[C:33](=[O:34])[N:10]2[C:11]([C:17]([O:19]C(C3C=CC=CC=3)C3C=CC=CC=3)=[O:18])=[C:12]([CH2:15]I)[CH2:13][S:14][C@H:9]12)=[O:6].[CH3:60][O:61][C:62]([NH:64][C:65]1[S:66][C:67]2[CH:72]=[CH:71][N:70]=[CH:69][C:68]=2[N:73]=1)=[O:63].C(O)(C(F)(F)F)=O>CS(C)=O.CCOCC.C1(OC)C=CC=CC=1>[NH2:40][C:37]1[S:38][CH:39]=[C:35](/[C:4](=[N:3]/[O:2][CH3:1])/[C:5]([NH:7][CH:8]2[C:33](=[O:34])[N:10]3[C:11]([C:17]([O-:19])=[O:18])=[C:12]([CH2:15][N+:70]4[CH:71]=[CH:72][C:67]5[S:66][C:65]([NH:64][C:62]([O:61][CH3:60])=[O:63])=[N:73][C:68]=5[CH:69]=4)[CH2:13][S:14][C@H:9]23)=[O:6])[N:36]=1. Procedure details: A solution of diphenylmethyl 7-[(Z)-2-methoxyimino-2-(2-tritylaminothiazol-4-yl)acetamido]-3-iodomethyl-3-cephem-4-carboxylate [VIIa] (419 mg, 0.45 mmole) and 2-methoxycarbonylaminothiazolo[4,5-c]pyridine (94 mg, 0.45 mmole) in 2 ml of dry DMSO was allowed to stand at room temperature for 1 hour and diluted with ether to give 514 mg of crude quaternary salt, which was treated with 5 ml of TFA and 3 drops of anisole at room temperature for 30 minutes. The mixture was evaporated in vacuo and tritu... The reactants are CC(Cl)c1cccnc1, OC1=C(C2=NN(C)C=C2)C=C(Cl)C=C1. Reagents/catalysts: O=C([O-])[O-].[Cs+].[Cs+] (cesium carbonate), [I-].[K+] (potassium iodide). Solvent: CN(C)C=O (DMF), CN(C)C=O (dmf), CN(C)C=O (DMF). Conditions: temperature 70 celsius, time 16 hour. Yields the product ClC1=CC(C2=NN(C)C=C2)=C(C=C1)OC(C)C3=CC=CN=C3. Starting materials: Cl (Hydrochloric acid), C(C1=CC=CC=C1)OC(=O)N[C@@H](CC1=CC=C(C=C1)O)C(=O)O (N-Benzyloxycarbonyl-L-tyrosine), COS(=O)(=O)OC (dimethylsulphate), COS(=O)(=O)OC (dimethylsulphate). Solvent: [OH-].[Na+] (sodium hydroxide). Run at time 8 hour. The product is C(C1=CC=CC=C1)OC(=O)N[C@@H](CC1=CC=C(C=C1)OC)C(=O)O (N-benzyloxycarbonyl-O-methyl-L-tyrosine). The yield is 17.6%. Reaction SMILES: [CH2:1]([O:8][C:9]([NH:11][C@H:12]([C:21]([OH:23])=[O:22])[CH2:13][C:14]1[CH:19]=[CH:18][C:17]([OH:20])=[CH:16][CH:15]=1)=[O:10])[C:2]1[CH:7]=[CH:6][CH:5]=[CH:4][CH:3]=1.[CH3:24]OS(OC)(=O)=O.Cl>[OH-].[Na+]>[CH2:1]([O:8][C:9]([NH:11][C@H:12]([C:21]([OH:23])=[O:22])[CH2:13][C:14]1[CH:15]=[CH:16][C:17]([O:20][CH3:24])=[CH:18][CH:19]=1)=[O:10])[C:2]1[CH:7]=[CH:6][CH:5]=[CH:4][CH:3]=1 |f:3.4|. Procedure: N-Benzyloxycarbonyl-L-tyrosine (31.5 g, 0.1 mol) was dissolved in aqueous sodium hydroxide (10 g in 100 ml H2O) and dimethylsulphate (10.5 ml, 0.11 mol) added dropwise to the stirred solution. The reaction was stirred overnight, additional dimethylsulphate (2 ml) added in one portion and the reaction stirred for a further 48 hours. 2M Hydrochloric acid was added until a white precipitate formed. This was filtered off, taken up in ethyl acetate, washed with brine and dried over anhydrous sodium s...